The task is: describe an organic reaction: reactants, conditions, products, and yield. This data is from the Open Reaction Database (ORD), a public repository of structured organic reaction records. The reactants are BrC=1C=C2C(=NNC(C2=CC1)=O)Cl (6-bromo-4-chloro-2H-phthalazin-1-one), C(C)(C)(C)OC(=O)N1CCN(CC1)C1=C(C=CC=C1)CN (4-(2-aminomethyl-phenyl)-piperazine-1-carboxylic acid tert-butyl ester), C=1C=CC(=CC1)P(C=2C=CC=CC2)C3=CC=C4C=CC=CC4=C3C5=C6C=CC=CC6=CC=C5P(C=7C=CC=CC7)C=8C=CC=CC8 (rac-BINAP), CC(C)(C)[O-].[Na+] (NaOt-Bu). The reagents and catalysts are C=1C=CC(=CC1)/C=C/C(=O)/C=C/C2=CC=CC=C2.C=1C=CC(=CC1)/C=C/C(=O)/C=C/C2=CC=CC=C2.C=1C=CC(=CC1)/C=C/C(=O)/C=C/C2=CC=CC=C2.[Pd].[Pd] (Pd2(dba)3). Run in CC(=O)N(C)C (DMA), CCOC(=O)C (EtOAc). Product: C(C)(C)(C)OC(=O)N1CCN(CC1)C1=C(C=CC=C1)CNC=1C=C2C(=NNC(C2=CC1)=O)Cl (4-{2-[(4-chloro-1-oxo-1,2-dihydro-phthalazin-6-ylamino)-methyl]-phenyl}-piperazine-1-carboxylic acid tert-butyl ester). RXN SMILES: Br[C:2]1[CH:3]=[C:4]2[C:9](=[CH:10][CH:11]=1)[C:8](=[O:12])[NH:7][N:6]=[C:5]2[Cl:13].[C:14]([O:18][C:19]([N:21]1[CH2:26][CH2:25][N:24]([C:27]2[CH:32]=[CH:31][CH:30]=[CH:29][C:28]=2[CH2:33][NH2:34])[CH2:23][CH2:22]1)=[O:20])([CH3:17])([CH3:16])[CH3:15].C1C=CC(P(C2C(C3C(P(C4C=CC=CC=4)C4C=CC=CC=4)=CC=C4C=3C=CC=C4)=C3C(C=CC=C3)=CC=2)C2C=CC=CC=2)=CC=1.CC([O-])(C)C.[Na+]>CC(N(C)C)=O.CCOC(C)=O.C1C=CC(/C=C/C(/C=C/C2C=CC=CC=2)=O)=CC=1.C1C=CC(/C=C/C(/C=C/C2C=CC=CC=2)=O)=CC=1.C1C=CC(/C=C/C(/C=C/C2C=CC=CC=2)=O)=CC=1.[Pd].[Pd]>[C:14]([O:18][C:19]([N:21]1[CH2:22][CH2:23][N:24]([C:27]2[CH:32]=[CH:31][CH:30]=[CH:29][C:28]=2[CH2:33][NH:34][C:2]2[CH:3]=[C:4]3[C:9](=[CH:10][CH:11]=2)[C:8](=[O:12])[NH:7][N:6]=[C:5]3[Cl:13])[CH2:25][CH2:26]1)=[O:20])([CH3:17])([CH3:15])[CH3:16] |f:3.4,7.8.9.10.11|. Procedure details: A mixture 6-bromo-4-chloro-2H-phthalazin-1-one (150 mg, 0.58 mmol), 4-(2-aminomethyl-phenyl)-piperazine-1-carboxylic acid tert-butyl ester (187 mg, 0.64 mmol), Pd2(dba)3 (53 mg, 0.058 mmol), rac-BINAP (132 mg, 0.17 mmol) and NaOt-Bu (140 mg, 1.45 mmol) in DMA (6 mL) was heated at 80° C. for 1 h. The mixture was allowed to cool, diluted with EtOAc (25 mL) and washed with water (25 mL). The organic layer was dried over anhydrous sodium sulfate and concentrated. Chromatography on silica (EtOAc/hexa... RXN SMILES: [C:1]([CH3:2])([CH3:3])([CH3:4])[O:5][C:6](=[O:7])[n:8]1[c:9]([CH3:18])[cH:10][c:11]2[cH:12][c:13]([Cl:17])[cH:14][cH:15][c:16]12.[C:27]([O:28][O:29][C:30](=[O:31])[c:32]1[cH:33][cH:34][cH:35][cH:36][cH:37]1)(=[O:38])[c:39]1[cH:40][cH:41][cH:42][cH:43][cH:44]1.[Cl:45][C:46]([Cl:47])([Cl:48])[Cl:49].[O:19]=[C:20]1[N:21]([Br:26])[C:22](=[O:23])[CH2:24][CH2:25]1>>[C:1]([CH3:2])([CH3:3])([CH3:4])[O:5][C:6](=[O:7])[n:8]1[c:9]([CH2:18][Br:26])[cH:10][c:11]2[cH:12][c:13]([Cl:17])[cH:14][cH:15][c:16]12. The product is CC(C)(C)OC(=O)n1c(CBr)cc2cc(Cl)ccc21. Starting materials: Cc1cc2cc(Cl)ccc2n1C(=O)OC(C)(C)C, O=C(OOC(=O)c1ccccc1)c1ccccc1, ClC(Cl)(Cl)Cl, O=C1CCC(=O)N1Br. Starting materials: ClCCl, C[N+]1([O-])CCOCC1, OC1CC(c2cccs2)(c2nnc3n2CCCCCC3)C1. Yields the product O=C1CC(c2cccs2)(c2nnc3n2CCCCCC3)C1. RXN SMILES: [CH2:30]([Cl:31])[Cl:32].[CH3:22][N+:23]1([O-:24])[CH2:25][CH2:26][O:27][CH2:28][CH2:29]1.[n:1]1[n:2][c:3]([C:12]2([c:17]3[s:18][cH:19][cH:20][cH:21]3)[CH2:13][CH:14]([OH:16])[CH2:15]2)[n:4]2[c:5]1[CH2:6][CH2:7][CH2:8][CH2:9][CH2:10][CH2:11]2>>[n:1]1[n:2][c:3]([C:12]2([c:17]3[s:18][cH:19][cH:20][cH:21]3)[CH2:13][C:14](=[O:16])[CH2:15]2)[n:4]2[c:5]1[CH2:6][CH2:7][CH2:8][CH2:9][CH2:10][CH2:11]2. The reactants are CCOC(=O)CBr, O=C([O-])[O-], CC#N, Oc1ccc(Cl)c(F)c1, [Cs+], [Cs+]. Yields the product CCOC(=O)COc1ccc(Cl)c(F)c1. RXN SMILES: [Br:16][CH2:17][C:18](=[O:19])[O:20][CH2:21][CH3:22].[C:10](=[O:11])([O-:12])[O-:13].[CH3:23][C:24]#[N:25].[Cl:1][c:2]1[c:3]([F:9])[cH:4][c:5]([OH:8])[cH:6][cH:7]1.[Cs+:14].[Cs+:15]>>[Cl:1][c:2]1[c:3]([F:9])[cH:4][c:5]([O:8][CH2:17][C:18](=[O:19])[O:20][CH2:21][CH3:22])[cH:6][cH:7]1. Starting materials: C(C)(=O)NNC(=O)C1(N(C(OC1)(C)C)C(=O)OC(C)(C)C)C (tert-butyl 4-[(2-acetylhydrazino)carbonyl]-2,2,4-trimethyl-1,3-oxazolidine-3-carboxylate), COC1=CC=C(C=C1)P1(SP(S1)(C1=CC=C(C=C1)OC)=S)=S (2,4-bis(4-methoxyphenyl)-1,3,2,4-dithiadiphosphetane-2,4-disulfide). Run in C1(=CC=CC=C1)C (toluene). Run at temperature 110 celsius, time 5 hour. Yields the product CC1(OCC(N1C(=O)OC(C)(C)C)(C=1SC(=NN1)C)C)C (tert-butyl 2,2,4-trimethyl-4-(5-methyl-1,3,4-thiadiazol-2-yl)-1,3-oxazolidine-3-carboxylate). Yield: 95.2%. Reaction SMILES: [C:1]([NH:4][NH:5][C:6]([C:8]1([CH3:22])[CH2:12][O:11][C:10]([CH3:14])([CH3:13])[N:9]1[C:15]([O:17][C:18]([CH3:21])([CH3:20])[CH3:19])=[O:16])=O)(=O)[CH3:2].COC1C=CC(P2(=S)SP(=S)(C3C=CC(OC)=CC=3)[S:32]2)=CC=1>C1(C)C=CC=CC=1>[CH3:13][C:10]1([CH3:14])[N:9]([C:15]([O:17][C:18]([CH3:21])([CH3:20])[CH3:19])=[O:16])[C:8]([CH3:22])([C:6]2[S:32][C:1]([CH3:2])=[N:4][N:5]=2)[CH2:12][O:11]1. Procedure details: To a solution of 420 mg of tert-butyl 4-[(2-acetylhydrazino)carbonyl]-2,2,4-trimethyl-1,3-oxazolidine-3-carboxylate in 13 ml of toluene was added 309 mg of 2,4-bis(4-methoxyphenyl)-1,3,2,4-dithiadiphosphetane-2,4-disulfide, followed by stirring at 110° C. for 5 hours. The reaction mixture was concentrated under reduced pressure. The obtained residue was purified by silica gel column chromatography to obtain 228 mg of tert-butyl 2,2,4-trimethyl-4-(5-methyl-1,3,4-thiadiazol-2-yl)-1,3-oxazolidine-3... Reactants: C(\C=C\C(=O)O)(=O)O (fumaric acid), CC=1C=C(CN2C=NC=C2)C=CC1C (1-(3,4-dimethylbenzyl)imidazole). Run in C(C)O (ethanol), C(C)O (ethanol). Run at time 0.25 hour. The product is C(\C=C\C(=O)O)(=O)O.CC=1C=C(CN2C=NC=C2)C=CC1C (1-(3,4-dimethylbenzyl)imidazole hydrogen fumarate). Reaction SMILES: [C:1]([OH:8])(=[O:7])/[CH:2]=[CH:3]/[C:4]([OH:6])=[O:5].[CH3:9][C:10]1[CH:11]=[C:12]([CH:19]=[CH:20][C:21]=1[CH3:22])[CH2:13][N:14]1[CH:18]=[CH:17][N:16]=[CH:15]1>C(O)C>[C:1]([OH:8])(=[O:7])/[CH:2]=[CH:3]/[C:4]([OH:6])=[O:5].[CH3:9][C:10]1[CH:11]=[C:12]([CH:19]=[CH:20][C:21]=1[CH3:22])[CH2:13][N:14]1[CH:18]=[CH:17][N:16]=[CH:15]1 |f:3.4|. Procedure: A solution of fumaric acid (0.29 g, 0.0025 mol) in hot ethanol (10 ml) was added to a stirred solution of 1-(3,4-dimethylbenzyl)imidazole (0.46 g, 0.0025 mol) in hot ethanol (10 ml). After boiling for 0.25 h, the solution was evaporated to afford a white solid. Recrystallisation of the solid from ethyl acetate afforded 1-(3,4-dimethylbenzyl)imidazole hydrogen fumarate 1/6 hydrate as a white solid m.p. 138°-140°. Starting materials: CN(C)c1ccncc1, COc1cc2nccc(Cl)c2cc1OC, N#Cc1ccc(C(=O)c2ccc(O)cc2)cc1, Cc1ccccc1C. The product is COc1cc2nccc(Oc3ccc(C(=O)c4ccc(C#N)cc4)cc3)c2cc1OC. Reaction SMILES: [CH3:33][N:34]([CH3:35])[c:36]1[cH:37][cH:38][n:39][cH:40][cH:41]1.[Cl:18][c:19]1[cH:20][cH:21][n:22][c:23]2[cH:24][c:25]([O:31][CH3:32])[c:26]([O:29][CH3:30])[cH:27][c:28]12.[OH:1][c:2]1[cH:3][cH:4][c:5]([C:6](=[O:7])[c:8]2[cH:9][cH:10][c:11]([C:12]#[N:13])[cH:14][cH:15]2)[cH:16][cH:17]1.[c:42]1([CH3:43])[c:44]([CH3:45])[cH:46][cH:47][cH:48][cH:49]1>>[O:1]([c:2]1[cH:3][cH:4][c:5]([C:6](=[O:7])[c:8]2[cH:9][cH:10][c:11]([C:12]#[N:13])[cH:14][cH:15]2)[cH:16][cH:17]1)[c:19]1[cH:20][cH:21][n:22][c:23]2[cH:24][c:25]([O:31][CH3:32])[c:26]([O:29][CH3:30])[cH:27][c:28]12. Reactants: O (water), C(C1=CC=CC=C1)N1C[C@@H](CN(C[C@H](C1)O)S(=O)(=O)C1=CC=CC=C1)O (5-benzyl-3(S),7(S)-dihydroxy-1-phenylsulfonyl-1,5-diazacyclooctane), ClC1=CC=CC=C1 (Chlorobenzene), ClC1=CC=CC=C1 (chlorobenzene), C(C1=CC=CC=C1)N1C[C@@H](CN(C[C@H](C1)O)S(=O)(=O)C1=CC=CC=C1)O (5-benzyl-3(S),7(S)-dihydroxy-1-phenylsulfonyl-1,5-diazacyclooctane), S(O)(O)(=O)=O (sulfuric acid), acid, N (ammonia). The solvent is CO (methanol). Run at temperature 75 celsius, time 3 hour. Product: OCCCOC1=CC=C(C#N)C=C1 (4-(3-Hydroxypropoxy)benzonitrile). Isolated yield 31.0%. RXN SMILES: [OH2:1].[CH2:2](N1C[C@H](O)CN(S(C2C=CC=CC=2)(=O)=O)C[C@@H](O)C1)[C:3]1[CH:8]=[CH:7][CH:6]=[CH:5][CH:4]=1.S(=O)(=O)(O)[OH:29].[NH3:33].Cl[C:35]1[CH:40]=CC=C[CH:36]=1>CO>[OH:1][CH2:36][CH2:35][CH2:40][O:29][C:6]1[CH:5]=[CH:4][C:3]([C:2]#[N:33])=[CH:8][CH:7]=1. Procedure: Chlorobenzene (598 g, 9 volumes) and water (7.2 g, 0.4 moles) were added to a solution of chirally enriched 5-benzyl-3(S),7(S)-dihydroxy-1-phenylsulfonyl-1,5-diazacyclooctane in chlorobenzene (0.382 moles; see step (ii), Alternative 1 above) and heated to 75° C. Sulfric acid (98%, 134 g, 1.337 moles) was then added over 1 hour, whilst maintaining the temperature in the range 75-90° C. (In an alternative embodiment, chirally enriched 5-benzyl-3(S),7(S)-dihydroxy-1-phenylsulfonyl-1,5-diazacyclooct...